This data is from the Open Reaction Database (ORD), a public repository of structured organic reaction records. The task is: describe an organic reaction: reactants, conditions, products, and yield Starting materials: CC[O-], CCO, CCOC=O, Cl, [Na+], CCn1nc(C)cc1C(=O)Nc1ccc(Cc2ccc3c(c2)CC(=O)N3)cc1. Product: CCn1nc(C)cc1C(=O)Nc1ccc(Cc2ccc3c(c2)C(=CO)C(=O)N3)cc1. As a reaction SMILES: [CH3:35][CH2:36][O-:37].[CH3:39][CH2:40][OH:41].[CH:29](=[O:30])[O:31][CH2:32][CH3:33].[ClH:38].[Na+:34].[O:1]=[C:2]1[NH:3][c:4]2[cH:5][cH:6][c:7]([CH2:11][c:12]3[cH:13][cH:14][c:15]([NH:18][C:19](=[O:20])[c:21]4[n:22]([CH2:27][CH3:28])[n:23][c:24]([CH3:26])[cH:25]4)[cH:16][cH:17]3)[cH:8][c:9]2[CH2:10]1>>[O:1]=[C:2]1[NH:3][c:4]2[cH:5][cH:6][c:7]([CH2:11][c:12]3[cH:13][cH:14][c:15]([NH:18][C:19](=[O:20])[c:21]4[n:22]([CH2:27][CH3:28])[n:23][c:24]([CH3:26])[cH:25]4)[cH:16][cH:17]3)[cH:8][c:9]2[C:10]1=[CH:29][OH:30]. Starting materials: [N+](=O)([O-])C1=CC=C(C=C1)OC(=O)C=1C2=C(C(=NC1)OC)OC(=C2)CC (2-ethyl-7-methoxyfuro[2,3-c]pyridine-4-carboxylic acid 4-nitrophenyl ester), NC1=C(C=NC=C1)Cl (4-amino-3-chloropyridine). The product is ClC=1C=NC=CC1NC(=O)C=1C2=C(C(=NC1)OC)OC(=C2)CC (2-Ethyl-7-methoxyfuro[2,3-c]pyridine-4-carboxylic acid (3-chloropyridin-4-yl)amide). Yield: 72.2%. Reaction SMILES: [N+](C1C=CC(O[C:11]([C:13]2[C:14]3[CH:23]=[C:22]([CH2:24][CH3:25])[O:21][C:15]=3[C:16]([O:19][CH3:20])=[N:17][CH:18]=2)=[O:12])=CC=1)([O-])=O.[NH2:26][C:27]1[CH:32]=[CH:31][N:30]=[CH:29][C:28]=1[Cl:33]>>[Cl:33][C:28]1[CH:29]=[N:30][CH:31]=[CH:32][C:27]=1[NH:26][C:11]([C:13]1[C:14]2[CH:23]=[C:22]([CH2:24][CH3:25])[O:21][C:15]=2[C:16]([O:19][CH3:20])=[N:17][CH:18]=1)=[O:12]. Procedure: Starting from 2-ethyl-7-methoxyfuro[2,3-c]pyridine-4-carboxylic acid 4-nitrophenyl ester (0.20 g) and 4-amino-3-chloropyridine (0.15 g). Purification by column chromatography on silica eluting with 50% hexane in ethyl acetate gave the title compound (0.14 g) as a white solid. Conditions: temperature -70 celsius, time 10 minute. Yields the product ClC1=CC=C(CC(C(O)C=2C=NC=CC2)(CC)CC)C=C1 (2-(4-Chlorobenzyl)-2-ethyl-1-(3-pyridyl)-1-butanol). Starting materials: ClC1=CC=C(CC(C=O)(CC)CC)C=C1 (2-(4-chlorobenzyl)-2-ethylbutanal), BrC=1C=NC=CC1 (3-bromopyridine), C(CCC)[Li] (n-butyllithium), CCCCCC (n-hexane), [Cl-].[NH4+] (ammonium chloride), Cl (hydrochloric acid). Solvent: C(C)OCC (diethyl ether), C(C)OCC (diethyl ether). Procedure details: A solution of 15.8 g of 3-bromopyridine (0.10 mol) in 50 ml of diethyl ether is added dropwise to a mixture of 82 ml of a 1.6M n-butyllithium solution in n-hexane (0.13 mol) under a nitrogen atmosphere at -70° C. The mixture is stirred at -70° C. for 10 minutes and then a solution of 24.7 g of 2-(4-chlorobenzyl)-2-ethylbutanal (0.11 mol) in 50 ml of diethyl ether is added dropwise. After 1 h at -70° C., the mixture is allowed to warm slowly to room temperature and is hydrolyzed with saturated aq... As a reaction SMILES: Br[C:2]1[CH:3]=[N:4][CH:5]=[CH:6][CH:7]=1.C([Li])CCC.CCCCCC.[Cl:19][C:20]1[CH:33]=[CH:32][C:23]([CH2:24][C:25]([CH2:30][CH3:31])([CH2:28][CH3:29])[CH:26]=[O:27])=[CH:22][CH:21]=1.[Cl-].[NH4+].Cl>C(OCC)C>[Cl:19][C:20]1[CH:21]=[CH:22][C:23]([CH2:24][C:25]([CH2:28][CH3:29])([CH2:30][CH3:31])[CH:26]([C:2]2[CH:3]=[N:4][CH:5]=[CH:6][CH:7]=2)[OH:27])=[CH:32][CH:33]=1 |f:4.5|. The reactants are C (charcoal), C(C)(=O)OC(C)=O (acetic anhydride), C(C)(=O)[O-].[Na+] (sodium acetate), Cl.NC1C=2C=CC=CC2C=2NC(C=3N(C21)C=CN3)=O (10-amino-5H,10H-imidazo[1,2-a]indeno[1,2-e]pyrazin-4-one hydrochloride). The solvent is C(=O)O (formic acid), CN(C=O)C (dimethylformamide). Run at temperature 20 celsius, time 1 hour. Product: C(=O)NC1C=2C=CC=CC2C=2NC(C=3N(C21)C=CN3)=O (10-formamido-5H,10H-imidazo[1,2-a]indeno[1,2-e]pyrazin-4-one). Isolated yield 45.0%. Reaction SMILES: C(O[C:5](=[O:7])[CH3:6])(=O)C.C([O-])(=O)C.[Na+].Cl.[NH2:14][CH:15]1[C:27]2[N:26]3[CH:28]=[CH:29][N:30]=C3[C:24](=[O:31])[NH:23][C:22]=2[C:21]2[CH:20]=[CH:19][CH:18]=[CH:17][C:16]1=2.C>CN(C)C=O.C(O)=O>[CH:24]([NH:23][CH:22]1[C:27]2[N:26]3[CH:28]=[CH:29][N:30]=[C:6]3[C:5](=[O:7])[NH:14][C:15]=2[C:16]2[CH:17]=[CH:18][CH:19]=[CH:20][C:21]1=2)=[O:31] |f:1.2,3.4|. Procedure: A mixture of 21.4 g of acetic anhydride and 11.5 g of formic acid is heated for 2 hours at a temperature between 50° C. and 60° C., and cooled to 20° C. 0.9 g of anhydrous sodium acetate is then added followed, after dissolution, by 2.75 g of 10-amino-5H,10H-imidazo[1,2-a]indeno[1,2-e]pyrazin-4-one hydrochloride. The mixture is stirred for 1 hour at 20° C. and concentrated to dryness under reduced pressure (15 mmHg; 2 kPa) at 50° C. The product obtained (4.3 g) is dissolved in 50 ml of dimethylf... Reactants: ClC=1C=CC(=C(CN2C3=C(NCC2)N=CC(=C3)C=3C=C(C(=O)O)C=CC3)C1)C(F)(F)F (3-{1-[5-chloro-2-(trifluoromethyl)benzyl]-1,2,3,4-tetrahydropyrido[2,3-b]pyrazin-7-yl}benzoic acid), COC1=CC=C(C=C1)N1CCNCC1 (1-(4-methoxyphenyl)piperazine). Yields the product ClC=1C=CC(=C(CN2C3=C(NCC2)N=CC(=C3)C=3C=C(C=CC3)C(=O)N3CCN(CC3)C3=CC=C(C=C3)OC)C1)C(F)(F)F ((3-{1-[5-Chloro-2-(trifluoromethyl)benzyl]-1,2,3,4-tetrahydropyrido[2,3-b]pyrazin-7-yl}phenyl)-[4-(4-methoxyphenyl)piperazin-1-yl]methanone). As a reaction SMILES: [Cl:1][C:2]1[CH:3]=[CH:4][C:5]([C:28]([F:31])([F:30])[F:29])=[C:6]([CH:27]=1)[CH2:7][N:8]1[CH2:13][CH2:12][NH:11][C:10]2[N:14]=[CH:15][C:16]([C:18]3[CH:19]=[C:20]([CH:24]=[CH:25][CH:26]=3)[C:21](O)=[O:22])=[CH:17][C:9]1=2.[CH3:32][O:33][C:34]1[CH:39]=[CH:38][C:37]([N:40]2[CH2:45][CH2:44][NH:43][CH2:42][CH2:41]2)=[CH:36][CH:35]=1>>[Cl:1][C:2]1[CH:3]=[CH:4][C:5]([C:28]([F:31])([F:30])[F:29])=[C:6]([CH:27]=1)[CH2:7][N:8]1[CH2:13][CH2:12][NH:11][C:10]2[N:14]=[CH:15][C:16]([C:18]3[CH:19]=[C:20]([C:21]([N:43]4[CH2:42][CH2:41][N:40]([C:37]5[CH:36]=[CH:35][C:34]([O:33][CH3:32])=[CH:39][CH:38]=5)[CH2:45][CH2:44]4)=[O:22])[CH:24]=[CH:25][CH:26]=3)=[CH:17][C:9]1=2. Reported procedure: 3-{1-[5-chloro-2-(trifluoromethyl)benzyl]-1,2,3,4-tetrahydropyrido[2,3-b]pyrazin-7-yl}benzoic acid was reacted with 1-(4-methoxyphenyl)piperazine as in General Procedure 10 to give the title compound. LCMS: m/z=621.98 (M+H+); retention time=0.92 minutes. Starting materials: CS(=O)(=O)N (methanesulfonamide), [H-].[Na+] (NaH), Cl (HCl), ClC1=CC=C2C(=C1)NC(C21C(NC(CC1C1=C(C=CC(=C1)Cl)OC(C)(C)C(=O)O)=O)C1=C(C=CC(=C1)Cl)C)=O (racemic (2′S,3S,4′R)-6-chloro-4′-[5-chloro-2-(1-hydroxycarbonyl-1-methyl-ethoxy)-phenyl]-2′-(5-chloro-2-methyl-phenyl)spiro[3H-indole-3,3′-piperidine]-2,6′(1H)-dione), C1=CN(C=N1)C(=O)N2C=CN=C2 (CDI). Run in CN(C)C=O (DMF), O (water), CN(C)C=O (DMF). Run at time 3 hour. Product: ClC1=CC=C2C(=C1)NC(C21C(NC(CC1C1=C(C=CC(=C1)Cl)OC(C(=O)NS(=O)(=O)C)(C)C)=O)C1=C(C=CC(=C1)Cl)C)=O (Racemic (2′S,3S,4′R)-6-chloro-4′-[5-chloro-2-(2-methanesulfonylamino-1,1-dimethyl-2-oxo-ethoxy)-phenyl]-2′-(5-chloro-2-methyl-phenyl)-spiro[3H-indole-3,3′-piperidine]-2,6′(1H)-dione). The yield is 30.1%. As a reaction SMILES: [Cl:1][C:2]1[CH:7]=[C:6]2[NH:8][C:9](=[O:39])[C:10]3([CH:15]([C:16]4[CH:21]=[C:20]([Cl:22])[CH:19]=[CH:18][C:17]=4[O:23][C:24]([C:27](O)=[O:28])([CH3:26])[CH3:25])[CH2:14][C:13](=[O:30])[NH:12][CH:11]3[C:31]3[CH:36]=[C:35]([Cl:37])[CH:34]=[CH:33][C:32]=3[CH3:38])[C:5]2=[CH:4][CH:3]=1.C1N=CN(C(N2C=NC=C2)=O)C=1.[CH3:52][S:53]([NH2:56])(=[O:55])=[O:54].[H-].[Na+].Cl>CN(C=O)C.O>[Cl:1][C:2]1[CH:7]=[C:6]2[NH:8][C:9](=[O:39])[C:10]3([CH:15]([C:16]4[CH:21]=[C:20]([Cl:22])[CH:19]=[CH:18][C:17]=4[O:23][C:24]([CH3:26])([CH3:25])[C:27]([NH:56][S:53]([CH3:52])(=[O:55])=[O:54])=[O:28])[CH2:14][C:13](=[O:30])[NH:12][CH:11]3[C:31]3[CH:36]=[C:35]([Cl:37])[CH:34]=[CH:33][C:32]=3[CH3:38])[C:5]2=[CH:4][CH:3]=1 |f:3.4|. Procedure: A solution of racemic (2′S,3S,4′R)-6-chloro-4′-[5-chloro-2-(1-hydroxycarbonyl-1-methyl-ethoxy)-phenyl]-2′-(5-chloro-2-methyl-phenyl)spiro[3H-indole-3,3′-piperidine]-2,6′(1H)-dione (300 mg, 0.5 mmol) and CDI (160 mg, 1 mmol) in DMF (2 mL) was heated at 60° C. for 2 h. Then to this solution was added a mixture of methanesulfonamide (285 mg, 3 mmol) and NaH (120 mg, 60%, 3 mmol) in DMF (5 mL), which had been stirred at room temperature for 3 h. After the resulting mixture was stirred at room temper... Conditions: time 18 hour. Reported procedure: To a solution of 3-fluoro-4-methoxy-benzaldehyde O-methyl-oxime (0.60 g, 3.3 mmol) in ethanol (25 mL) is added concentrated ethanolic hydrogen chloride (2 mL) and palladium on carbon (10%, 250 mg). The suspension is hydrogenated at atmospheric pressure for 18 hours, then filtered through diatomaceous earth and finally concentrated to give 3-fluoro-4-methoxy-benzylamine hydrochloride as a white solid. The reactants are CON=CC1=CC(=C(C=C1)OC)F (3-fluoro-4-methoxy-benzaldehyde O-methyl-oxime), Cl (hydrogen chloride). As a reaction SMILES: CO[N:3]=[CH:4][C:5]1[CH:10]=[CH:9][C:8]([O:11][CH3:12])=[C:7]([F:13])[CH:6]=1.[ClH:14]>C(O)C.[Pd]>[ClH:14].[F:13][C:7]1[CH:6]=[C:5]([CH:10]=[CH:9][C:8]=1[O:11][CH3:12])[CH2:4][NH2:3] |f:4.5|. Reagents/catalysts: [Pd] (palladium on carbon). Product: Cl.FC=1C=C(CN)C=CC1OC (3-fluoro-4-methoxy-benzylamine hydrochloride). Solvent: C(C)O (ethanol).